From a dataset of the Open Reaction Database (ORD), a public repository of structured organic reaction records. describe an organic reaction: reactants, conditions, products, and yield Starting materials: CN1C(CC2=CC=CC=C12)=O (1-methylindolin-2-one), N1N=CC2=CC(=CC=C12)\C=C/1\C(NC2=CC=CC=C12)=O ((E)-3-((1H-indazol-5-yl)methylene)indolin-2-one), IC1=NNC2=CC(=CC=C12)C=O (3-iodo-1H-indazole-6-carbaldehyde). Product: IC1=NNC2=CC(=CC=C12)\C=C/1\C(N(C2=CC=CC=C12)C)=O ((E)-3-((3-iodo-1H-indazol-6-yl)methylene)-1-methylindolin-2-one), solid. Isolated yield 80.0%. As a reaction SMILES: N1C2C(=CC(/C=C3/C(=O)NC4C/3=CC=CC=4)=CC=2)C=N1.[I:21][C:22]1[C:30]2[C:25](=[CH:26][C:27]([CH:31]=O)=[CH:28][CH:29]=2)[NH:24][N:23]=1.[CH3:33][N:34]1[C:42]2[C:37](=[CH:38][CH:39]=[CH:40][CH:41]=2)[CH2:36][C:35]1=[O:43]>>[I:21][C:22]1[C:30]2[C:25](=[CH:26][C:27](/[CH:31]=[C:36]3/[C:35](=[O:43])[N:34]([CH3:33])[C:42]4[C:37]/3=[CH:38][CH:39]=[CH:40][CH:41]=4)=[CH:28][CH:29]=2)[NH:24][N:23]=1. Procedure details: The title compound was synthesized according to the method described for (E)-3-((1H-indazol-5-yl)methylene)indolin-2-one, except substituting 3-iodo-1H-indazole-6-carbaldehyde (462 mg, 1.70 mmol) and 1-methylindolin-2-one (250 mg, 1.70 mmol), the title compound was obtained as a yellow-orange solid (545 mg, 80%); MS ESI 402.2 [M+H]+, calcd for [C17H12IN3O+H]+ 402.01. Starting materials: FC(C1=CC=C(C=C1)C=1CCNCC1)(F)F (4-(4-trifluoromethylphenyl)-1,2,3,6-tetrahydropyridine). Reagents/catalysts: [Pd] (Pd/C). Run in CO (MeOH). Reaction conditions: time 4 hour. Product: FC(C1=CC=C(C=C1)C1CCNCC1)(F)F (4-(4-Trifloromethylphenyl)piperidine). The yield is 93.0%. Reaction SMILES: [F:1][C:2]([F:16])([F:15])[C:3]1[CH:8]=[CH:7][C:6]([C:9]2[CH2:10][CH2:11][NH:12][CH2:13][CH:14]=2)=[CH:5][CH:4]=1>CO.[Pd]>[F:16][C:2]([F:1])([F:15])[C:3]1[CH:4]=[CH:5][C:6]([CH:9]2[CH2:10][CH2:11][NH:12][CH2:13][CH2:14]2)=[CH:7][CH:8]=1. Reported procedure: A mixture of 0.54 g (1.22 mmol) of 4-(4-trifluoromethylphenyl)-1,2,3,6-tetrahydropyridine and 0.1 g of 10% Pd/C in 20 mL of MeOH was stirred under a hydrogen atmosphere at 45 psi for 4 h. The reaction mixture was filtered through a thin pad of celite eluting with CH2Cl2. The solution was concentrated to give 0.26 g of the title compound. Reactants: C[Si](C)(C)I (Trimethylsilyl iodide), O[C@]1(C(CO)=O)CC[C@H]2[C@@H]3CCC4=CC(C=C[C@]4(C)[C@H]3C(C[C@]12C)=O)=O (17α,21-dihydroxypregna-1,4-diene-3,11,20-trione), S(=O)([O-])[O-].[Na+].[Na+] (sodium sulfite). Run in C(C)#N (acetonitrile). Run at time 30 minute. Yields the product OCC([C@H]1CC[C@H]2[C@@H]3CCC4=CC(C=C[C@]4(C)[C@H]3C(C[C@]12C)=O)=O)=O (21-hydroxypregna-1,4-diene-3,11,20-trione), 17-epi-21-hydroxypregna-1,4-diene-3,11,20-trione. As a reaction SMILES: C[Si](I)(C)C.O[C@:7]1([C@:28]2([CH3:29])[C@H:14]([C@H:15]3[C@H:25]([C:26](=[O:30])[CH2:27]2)[C@:23]2([CH3:24])[C:18](=[CH:19][C:20](=[O:31])[CH:21]=[CH:22]2)[CH2:17][CH2:16]3)[CH2:13][CH2:12]1)[C:8](=[O:11])[CH2:9][OH:10].S([O-])([O-])=O.[Na+].[Na+]>C(#N)C>[OH:10][CH2:9][C:8](=[O:11])[C@@H:7]1[C@:28]2([CH3:29])[C@H:14]([C@H:15]3[C@H:25]([C:26](=[O:30])[CH2:27]2)[C@:23]2([CH3:24])[C:18](=[CH:19][C:20](=[O:31])[CH:21]=[CH:22]2)[CH2:17][CH2:16]3)[CH2:13][CH2:12]1 |f:2.3.4|. Reported procedure: Trimethylsilyl iodide (5.12 ml, 7.20 g, 36.0 mmol) is added dropwise to a solution of 17α,21-dihydroxypregna-1,4-diene-3,11,20-trione (3.23 g) in freshly distilled acetonitrile. After 30 min, sodium sulfite solution (5%, 150 ml) is added to the reaction mixture. The mixture is partitioned with chloroform (400 ml). The phases are separated, and the aqueous phases is extracted twice with chloroform. The organic layers are combined, washed with sodium bicarbonate (5%), saline, dried over sodium sul... The reactants are NCCCCCCCCCCCCN (1,12-diaminododecane), C(CCC)N=C=O (Butyl isocyanate). Run in CCOCC (ether). The product is C(CCC)NC(=O)NCCCCCCCCCCCCN (1-n-Butyl-3-(aminododecyl) urea). As a reaction SMILES: [NH2:1][CH2:2][CH2:3][CH2:4][CH2:5][CH2:6][CH2:7][CH2:8][CH2:9][CH2:10][CH2:11][CH2:12][CH2:13][NH2:14].[CH2:15]([N:19]=[C:20]=[O:21])[CH2:16][CH2:17][CH3:18]>CCOCC>[CH2:15]([NH:19][C:20]([NH:1][CH2:2][CH2:3][CH2:4][CH2:5][CH2:6][CH2:7][CH2:8][CH2:9][CH2:10][CH2:11][CH2:12][CH2:13][NH2:14])=[O:21])[CH2:16][CH2:17][CH3:18]. Procedure: 22 grams (.110 mole) of 1,12-diaminododecane in 300 cc ether was reacted with 5.0 g (0.0505 mole) Butyl isocyanate, as in Example 2. The precipitate is filtered, washed, and recrystallized from 250 cc alcohol containing 50 cc water. Recovered 7.8 grams. Chilled mother liquor, thereby recovering a second batch of crystals which combined with the first precipitate to give a total of 12.1 grams having a melting point of 97°C. Starting materials: O=C([O-])O, CCO, ClC(Cl)Cl, Cl, N#CC1CCCC(=O)N1C(CO)c1cc(F)c(F)c(F)c1, [Na+]. Product: CCOC(=O)C1CCCC(=O)N1C(CO)c1cc(F)c(F)c(F)c1. RXN SMILES: [C:22]([O-:23])(=[O:24])[OH:25].[CH2:31]([CH3:32])[OH:33].[CH:27]([Cl:28])([Cl:29])[Cl:30].[ClH:34].[F:1][c:2]1[cH:3][c:4]([CH:10]([CH2:11][OH:12])[N:13]2[CH:14]([C:20]#[N:21])[CH2:15][CH2:16][CH2:17][C:18]2=[O:19])[cH:5][c:6]([F:9])[c:7]1[F:8].[Na+:26]>>[F:1][c:2]1[cH:3][c:4]([CH:10]([CH2:11][OH:12])[N:13]2[CH:14]([C:20](=[O:23])[O:33][CH2:31][CH3:32])[CH2:15][CH2:16][CH2:17][C:18]2=[O:19])[cH:5][c:6]([F:9])[c:7]1[F:8]. The reactants are BrB(Br)Br, CSC, COc1ccc(NS(=O)(=O)c2sc3ccc(Cl)cc3c2C)cc1N1CCN(C)CC1, ClCCCl. The product is Cc1c(S(=O)(=O)Nc2ccc(O)c(N3CCN(C)CC3)c2)sc2ccc(Cl)cc12. As a reaction SMILES: [B:4]([Br:5])([Br:6])[Br:7].[CH3:1][S:2][CH3:3].[CH3:8][O:9][c:10]1[c:11]([N:31]2[CH2:32][CH2:33][N:34]([CH3:37])[CH2:35][CH2:36]2)[cH:12][c:13]([NH:16][S:17](=[O:18])(=[O:19])[c:20]2[c:21]([CH3:30])[c:22]3[c:23]([s:24]2)[cH:25][cH:26][c:27]([Cl:29])[cH:28]3)[cH:14][cH:15]1.[Cl:38][CH2:39][CH2:40][Cl:41]>>[OH:9][c:10]1[c:11]([N:31]2[CH2:32][CH2:33][N:34]([CH3:37])[CH2:35][CH2:36]2)[cH:12][c:13]([NH:16][S:17](=[O:18])(=[O:19])[c:20]2[c:21]([CH3:30])[c:22]3[c:23]([s:24]2)[cH:25][cH:26][c:27]([Cl:29])[cH:28]3)[cH:14][cH:15]1. Starting materials: CC1C2=C(C(O1)=O)SC=C2 (4-methyl-4H-thieno[2,3-c]furan-6-one), Cl (HCl), FC=1C=C2CC(NC2=CC1)=O (5-fluoro-1,3-dihydro-indol-2-one), C[Si](C)(C)[N-][Si](C)(C)C.[Li+] (lithium bis(trimethylsilyl)amide). Solvent: C1CCOC1 (THF), C1CCOC1 (THF). Run at temperature 0 celsius, time 10 minute. The product is FC=1C=C2C(C(NC2=CC1)=O)=C1OC(C2=C1SC=C2)C (5-Fluoro-3-(4-methyl-4H-thieno[2,3-c]furan-6-ylidene)-1,3-dihydro-indol-2-one). Yield: 87.0%. Reaction SMILES: [F:1][C:2]1[CH:3]=[C:4]2[C:8](=[CH:9][CH:10]=1)[NH:7][C:6](=[O:11])[CH2:5]2.C[Si]([N-][Si](C)(C)C)(C)C.[Li+].[CH3:22][CH:23]1[O:27][C:26](=O)[C:25]2[S:29][CH:30]=[CH:31][C:24]1=2.Cl>C1COCC1>[F:1][C:2]1[CH:3]=[C:4]2[C:8](=[CH:9][CH:10]=1)[NH:7][C:6](=[O:11])[C:5]2=[C:26]1[C:25]2[S:29][CH:30]=[CH:31][C:24]=2[CH:23]([CH3:22])[O:27]1 |f:1.2|. Procedure details: A solution of 5-fluoro-1,3-dihydro-indol-2-one in THF is cooled to 0° C. under an argon atmosphere and treated with a solution of lithium bis(trimethylsilyl)amide dropwise. The resulting solution is stirred at 0° C. for 10 min and warmed room temperature. A solution of 4-methyl-4H-thieno[2,3-c]furan-6-one (0.15 mmol), in THF is added dropwise to the reaction mixture. The resulting solution is stirred for 4 h. The reaction mixture is poured into aqueous 10% HCl solution. The resulting mixture is ... Reactants: [Al+3], CCOC(C)=O, [H-], [H-], [H-], [H-], [Li+], COC(=O)c1ccn2c(C)c(CCc3ccc(N)c(O)c3)nc2c1, C1CCOC1, O. The product is Cc1c(CCc2ccc(N)c(O)c2)nc2cc(CO)ccn12. As a reaction SMILES: [Al+3:26].[CH3:32][CH2:33][O:34][C:35](=[O:36])[CH3:37].[H-:25].[H-:28].[H-:29].[H-:30].[Li+:27].[NH2:1][c:2]1[c:3]([OH:24])[cH:4][c:5]([CH2:8][CH2:9][c:10]2[n:11][c:12]3[n:13]([cH:14][cH:15][c:16]([C:18](=[O:19])[O:20][CH3:21])[cH:17]3)[c:22]2[CH3:23])[cH:6][cH:7]1.[O:38]1[CH2:39][CH2:40][CH2:41][CH2:42]1.[OH2:31]>>[NH2:1][c:2]1[c:3]([OH:24])[cH:4][c:5]([CH2:8][CH2:9][c:10]2[n:11][c:12]3[n:13]([cH:14][cH:15][c:16]([CH2:18][OH:19])[cH:17]3)[c:22]2[CH3:23])[cH:6][cH:7]1.